This data is from the Open Reaction Database (ORD), a public repository of structured organic reaction records. The task is: describe an organic reaction: reactants, conditions, products, and yield Starting materials: O=C([O-])[O-], CN(C)C=O, CCOC(C)=O, ClCCBr, [K+], [K+], O=Cc1ccc(O)c2ccccc12. Product: O=Cc1ccc(OCCCl)c2ccccc12. Reaction SMILES: [C:14](=[O:15])([O-:16])[O-:17].[CH3:24][N:25]([CH3:26])[CH:27]=[O:28].[CH3:29][CH2:30][O:31][C:32](=[O:33])[CH3:34].[Cl:20][CH2:21][CH2:22][Br:23].[K+:18].[K+:19].[OH:1][c:2]1[cH:3][cH:4][c:5]([CH:12]=[O:13])[c:6]2[cH:7][cH:8][cH:9][cH:10][c:11]12>>[O:1]([c:2]1[cH:3][cH:4][c:5]([CH:12]=[O:13])[c:6]2[cH:7][cH:8][cH:9][cH:10][c:11]12)[CH2:22][CH2:21][Cl:20]. The reactants are Cc1ccc(CCOc2ccc([N+](=O)[O-])cc2)cc1, CCO, N. Yields the product Cc1ccc(CCOc2ccc(N)cc2)cc1. Reaction SMILES: [CH3:1][c:2]1[cH:3][cH:4][c:5]([CH2:8][CH2:9][O:10][c:11]2[cH:12][cH:13][c:14]([N+:17]([O-:18])=[O:19])[cH:15][cH:16]2)[cH:6][cH:7]1.[CH3:21][CH2:22][OH:23].[NH3:20]>>[CH3:1][c:2]1[cH:3][cH:4][c:5]([CH2:8][CH2:9][O:10][c:11]2[cH:12][cH:13][c:14]([NH2:17])[cH:15][cH:16]2)[cH:6][cH:7]1.